This data is from the Open Reaction Database (ORD), a public repository of structured organic reaction records. The task is: describe an organic reaction: reactants, conditions, products, and yield The reactants are Cl.ClC=1C=C(C(=CC1)NC1=C(C=CC(=C1)Cl)OC)N (4-Chloro-N1-(5-chloro-2-methoxy-phenyl)-benzene-1,2-diamine hydrochloride), C(=O)(N1C=NC=C1)N1C=NC=C1 (carbonyldiimidazole), O (water). Solvent: O1CCCC1 (tetrahydrofurane). Run at temperature 60 celsius, time 8 hour. Yields the product ClC1=CC2=C(N(C(N2)=O)C2=C(C=CC(=C2)Cl)OC)C=C1 (5-Chloro-1-(5-chloro-2-methoxy-phenyl)-1,3-dihydro-benzimidazol-2-one). RXN SMILES: Cl.[Cl:2][C:3]1[CH:4]=[C:5]([NH2:19])[C:6]([NH:9][C:10]2[CH:15]=[C:14]([Cl:16])[CH:13]=[CH:12][C:11]=2[O:17][CH3:18])=[CH:7][CH:8]=1.[C:20](N1C=CN=C1)(N1C=CN=C1)=[O:21].O>O1CCCC1>[Cl:2][C:3]1[CH:8]=[CH:7][C:6]2[N:9]([C:10]3[CH:15]=[C:14]([Cl:16])[CH:13]=[CH:12][C:11]=3[O:17][CH3:18])[C:20](=[O:21])[NH:19][C:5]=2[CH:4]=1 |f:0.1|. Reported procedure: 4-Chloro-N1-(5-chloro-2-methoxy-phenyl)-benzene-1,2-diamine hydrochloride (6.3 g, 20 mmol) in tetrahydrofurane (70 ml) was added carbonyldiimidazole (9 g 55 mmol). The reaction mixture was stirred at 60° C. overnight, poured into water (app. 200 ml) and extracted with ethylacetate, and the organic phase was washed with brine and evaporated to an oil. The title compound was crystallized from toluene. The reactants are COc1ccc2c(c1)OCC(c1cccc(C(F)(F)F)c1)C2c1ccc(OCCN2CCCC2)cc1, Cl, c1ccncc1. Product: Oc1ccc2c(c1)OCC(c1cccc(C(F)(F)F)c1)C2c1ccc(OCCN2CCCC2)cc1. As a reaction SMILES: [CH3:1][O:2][c:3]1[cH:4][cH:5][c:6]2[c:11]([cH:12]1)[O:10][CH2:9][CH:8]([c:13]1[cH:14][c:15]([C:19]([F:20])([F:21])[F:22])[cH:16][cH:17][cH:18]1)[CH:7]2[c:23]1[cH:24][cH:25][c:26]([O:29][CH2:30][CH2:31][N:32]2[CH2:33][CH2:34][CH2:35][CH2:36]2)[cH:27][cH:28]1.[ClH:37].[n:38]1[cH:39][cH:40][cH:41][cH:42][cH:43]1>>[OH:2][c:3]1[cH:4][cH:5][c:6]2[c:11]([cH:12]1)[O:10][CH2:9][CH:8]([c:13]1[cH:14][c:15]([C:19]([F:20])([F:21])[F:22])[cH:16][cH:17][cH:18]1)[CH:7]2[c:23]1[cH:24][cH:25][c:26]([O:29][CH2:30][CH2:31][N:32]2[CH2:33][CH2:34][CH2:35][CH2:36]2)[cH:27][cH:28]1.